From a dataset of the Open Reaction Database (ORD), a public repository of structured organic reaction records. describe an organic reaction: reactants, conditions, products, and yield Reactants: O=C([O-])[O-], CC(Cl)Cl, Cl, [K+], [K+], O=P(Cl)(Cl)Cl, O=C(C1CCc2nc[nH]c2C1)N1CCCC1, c1ccc2[nH]ccc2c1. Product: O=C(c1c[nH]c2ccccc12)C1CCc2nc[nH]c2C1. As a reaction SMILES: [C:36](=[O:37])([O-:38])[O-:39].[Cl:18][CH:19]([Cl:20])[CH3:21].[ClH:1].[K+:40].[K+:41].[P:31]([Cl:32])([Cl:33])([Cl:34])=[O:35].[n:2]1[cH:3][nH:4][c:5]2[c:6]1[CH2:7][CH2:8][CH:9]([C:11](=[O:12])[N:13]1[CH2:14][CH2:15][CH2:16][CH2:17]1)[CH2:10]2.[nH:22]1[cH:23][cH:24][c:25]2[cH:26][cH:27][cH:28][cH:29][c:30]12>>[n:2]1[cH:3][nH:4][c:5]2[c:6]1[CH2:7][CH2:8][CH:9]([C:11](=[O:12])[c:24]1[cH:23][nH:22][c:30]3[c:25]1[cH:26][cH:27][cH:28][cH:29]3)[CH2:10]2. Reactants: O=C(Nc1cnc(Br)c(-c2cccnc2)n1)C1CC1, ClCCl, O=C(OO)c1cccc(Cl)c1. Product: O=C(Nc1cnc(Br)c(-c2ccc[n+]([O-])c2)n1)C1CC1. RXN SMILES: [Br:1][c:2]1[n:3][cH:4][c:5]([NH:14][C:15](=[O:16])[CH:17]2[CH2:18][CH2:19]2)[n:6][c:7]1-[c:8]1[cH:9][n:10][cH:11][cH:12][cH:13]1.[Cl:31][CH2:32][Cl:33].[OH:20][O:21][C:22]([c:23]1[cH:24][c:25]([Cl:26])[cH:27][cH:28][cH:29]1)=[O:30]>>[Br:1][c:2]1[n:3][cH:4][c:5]([NH:14][C:15](=[O:16])[CH:17]2[CH2:18][CH2:19]2)[n:6][c:7]1-[c:8]1[cH:9][n+:10]([O-:20])[cH:11][cH:12][cH:13]1.